From a dataset of the Open Reaction Database (ORD), a public repository of structured organic reaction records. describe an organic reaction: reactants, conditions, products, and yield Reactants: [N+](=O)([O-])C=1C=C2C=C(NC2=CC1)C(=O)O (5-Nitro-1H-indole-2-carboxylic acid), FC(C(=O)OC1=C(C(=C(C(=C1F)F)F)F)F)(F)F (pentafluorophenyl trifluoroacetate). Yields the product FC1=C(C(=C(C(=C1OC(=O)C=1NC2=CC=C(C=C2C1)[N+](=O)[O-])F)F)F)F (5-Nitro-1H-indole-2-carboxylate pentafluorophenyl ester). The yield is 57.0%. Reaction SMILES: [N+:1]([C:4]1[CH:5]=[C:6]2[C:10](=[CH:11][CH:12]=1)[NH:9][C:8]([C:13]([OH:15])=[O:14])=[CH:7]2)([O-:3])=[O:2].FC(F)(F)C(O[C:21]1[C:26]([F:27])=[C:25]([F:28])[C:24]([F:29])=[C:23]([F:30])[C:22]=1[F:31])=O>>[F:27][C:26]1[C:21]([O:14][C:13]([C:8]2[NH:9][C:10]3[C:6]([CH:7]=2)=[CH:5][C:4]([N+:1]([O-:3])=[O:2])=[CH:12][CH:11]=3)=[O:15])=[C:22]([F:31])[C:23]([F:30])=[C:24]([F:29])[C:25]=1[F:28]. Procedure details: Compound 105 was prepared from compound 104 with pentafluorophenyl trifluoroacetate according to the procedure for 3, and purified by chromatography (toluene-EtOAc 35:1). Yield: 57%. Starting materials: lactone, BrC=1C=CC(=C(C(=O)OC)C1)C=O (methyl 5-bromo-2-formylbenzoate), COC1=C(C=CC=C1)B(O)O ((2-Methoxyphenyl)boronic acid), BrC=1C=CC(=C(C(=O)OC)C1)C=O (methyl 5-bromo-2-formylbenzoate), P(=O)([O-])([O-])[O-].[K+].[K+].[K+] (tripotassium phosphate). Reagents/catalysts: C1/C=C\CC/C=C\C1.C1/C=C\CC/C=C\C1.[Cl-].[Cl-].[Rh].[Rh] (chloro(1,5-cyclooctadiene)rhodium(I) dimer). The solvent is C1CCOC1 (THF). Conditions: time 30 minute. Yields the product BrC1=CC=C2C(OC(C2=C1)=O)C1=C(C=CC=C1)OC (6-bromo-3-(2-methoxyphenyl)isobenzofuran-1(3H)-one). Isolated yield 78.3%. Reaction SMILES: [CH3:1][O:2][C:3]1[CH:8]=[CH:7][CH:6]=[CH:5][C:4]=1B(O)O.[Br:12][C:13]1[CH:14]=[CH:15][C:16]([CH:23]=[O:24])=[C:17]([CH:22]=1)[C:18]([O:20]C)=O.P([O-])([O-])([O-])=O.[K+].[K+].[K+]>C1CC=CCCC=C1.C1CC=CCCC=C1.[Cl-].[Cl-].[Rh].[Rh].C1COCC1>[Br:12][C:13]1[CH:22]=[C:17]2[C:16]([CH:23]([C:4]3[CH:5]=[CH:6][CH:7]=[CH:8][C:3]=3[O:2][CH3:1])[O:24][C:18]2=[O:20])=[CH:15][CH:14]=1 |f:2.3.4.5,6.7.8.9.10.11|. Procedure: (2-Methoxyphenyl)boronic acid (4.69 g, 30.9 mmol), methyl 5-bromo-2-formylbenzoate (5.00 g, 20.6 mmol; GLSyntech, LLC), tripotassium phosphate (17.5 g, 82.0 mmol) and THF (103 mL) were added to a pressure tube. The tube was purged with argon. Then chloro(1,5-cyclooctadiene)rhodium(I) dimer (0.507 g, 1.03 mmol) was added. The tube was sealed and stirred at rt. After 30 min, LCMS showed lactone product. TLC confirmed a complete conversion of methyl 5-bromo-2-formylbenzoate to a lower spot. The rea... Starting materials: CC(=O)C.OS(=O)(=O)O.O=[Cr](=O)=O (Jones reagent), O[C@@H]1CC[C@H]2[C@]1(C[C@@H]1CC[C@H]3CC(CC[C@@H]3[C@H]1C2)=O)C ((4aS,6aS,7aR,8R,10aR,11aS,11bS)-Hexadecahydro-8-hydroxy-7a-methyl-3H-cyclopenta[b]phenanthren-3-one), CC(C)O (2-propanol). Solvent: CC(=O)C (acetone). Run at time 10 minute. Yields the product C[C@@]12C[C@@H]3CC[C@H]4CC(CC[C@@H]4[C@H]3C[C@H]1CCC2=O)=O ((4aS,6aS,7aR,10aR,11aS,11bS)-Dodecahydro-7a-methyl-1H-cyclopenta[b]phenanthrene-3,8(2H,4H)-dione). The yield is 96.1%. RXN SMILES: CC(C)=O.OS(O)(=O)=O.O=[Cr](=O)=O.[OH:14][C@H:15]1[C@:19]2([CH3:33])[CH2:20][C@H:21]3[C@H:30]([CH2:31][C@H:18]2[CH2:17][CH2:16]1)[C@@H:29]1[C@H:24]([CH2:25][C:26](=[O:32])[CH2:27][CH2:28]1)[CH2:23][CH2:22]3.CC(O)C>CC(C)=O>[CH3:33][C@:19]12[C:15](=[O:14])[CH2:16][CH2:17][C@@H:18]1[CH2:31][C@H:30]1[C@@H:21]([CH2:22][CH2:23][C@@H:24]3[C@@H:29]1[CH2:28][CH2:27][C:26](=[O:32])[CH2:25]3)[CH2:20]2 |f:0.1.2|. Procedure: Jones reagent was added to a solution of compound 37 (605 mg, 2.2 mmol) in acetone (40 mL) at 0° C. until a brown-yellowish color persisted. After 10 min, 2-propanol (1.0 mL) was added to consume excess oxidant. Brine (50 mL) was added and the product extracted into EtOAc (50 mL×3). The combined extracts were dried, filtered, and concentrated. The residue was purified by flash column chromatography (silica gel eluted with 20% EtOAc in hexanes) to give compound 38 (580 mg, 96%) as a white solid: ...